describe an organic reaction: reactants, conditions, products, and yield From a dataset of the Open Reaction Database (ORD), a public repository of structured organic reaction records. The reactants are enolate, ClC1=C(C=O)C=CC=C1 (2-chlorobenzaldehyde), [NH4+].[Cl-] (NH4Cl), C(C)(=O)OC (Methyl acetate), [Li+].CC(C)[N-]C(C)C (LDA). Run in C1CCOC1 (THF), C1CCOC1 (THF). Reaction conditions: temperature -78 celsius, time 45 minute. Yields the product ClC1=C(C=CC=C1)C(CC(=O)OC)O (Methyl 2-chloro-β-hydroxybenzenepropanoate). Isolated yield 63.4%. As a reaction SMILES: [C:1]([O:4][CH3:5])(=[O:3])[CH3:2].[Li+].CC([N-]C(C)C)C.[Cl:14][C:15]1[CH:22]=[CH:21][CH:20]=[CH:19][C:16]=1[CH:17]=[O:18].[NH4+].[Cl-]>C1COCC1>[Cl:14][C:15]1[CH:22]=[CH:21][CH:20]=[CH:19][C:16]=1[CH:17]([OH:18])[CH2:2][C:1]([O:4][CH3:5])=[O:3] |f:1.2,4.5|. Reported procedure: Methyl acetate (5.09 mL, 64.0 mmol) was added dropwise to a cold (−78° C.) solution of LDA [prepared at 0° C. from i-Pr2NH (10.5 mL, 74.7 mmol) and 2.0 M n-BuLi in hexane (37.3 mL, 74.7 mmol)] in THF (50 mL). After 45 min, the enolate solution was added via cannula to a cold (−78° C.) solution of 2-chlorobenzaldehyde (3.00 g, 21.3 mmol) in THF (50 mL). The reaction mixture was stirred at −78° C. for 1 h. Aqueous saturated NH4Cl solution (15 mL) was then added and the mixture was allowed to warm ... The reactants are NC1=C(C=CC(=C1)C(F)(F)F)C1=NN=NN1 (5-(2-amino-4-trifluoromethylphenyl)tetrazole), substituted tetrazolobenzotriazines, NC1=C(C=C(C=C1)[N+](=O)[O-])C1=NN=NN1 (5-(2-amino-5-nitrophenyl)tetrazole), N(=O)O (nitrous acid), NC1=C(C=C(C(=C1)Cl)Cl)C1=NN=NN1 (5-(2-amino-4,5-dichlorophenyl)tetrazole), ClC1=CC2=C(C=3N(N=N2)N=NN3)C=C1 (8-chlorotetrazolo[4,5-C][1,2,3]benzotriazine), ClC1=CC2=C(C=3N(N=N2)N=NN3)C=C1Cl (8,9-dichlorotetrazolo[4,5-C][1,2,3]benzotriazine), NC1=C(C=C(C(=C1)OC)OC)C1=NN=NN1 (5-(2-amino-4,5-dimethoxyphenyl)tetrazole), [N+](=O)([O-])C=1C=CC2=C(C=3N(N=N2)N=NN3)C1 (9-nitrotetrazolo[4,5-C][1,2,3]benzotriazine), COC1=CC2=C(C=3N(N=N2)N=NN3)C=C1OC (8,9-dimethoxytetrazolo[4,5-C][1,2,3]benzotriazine), CC1=CC2=C(C=3N(N=N2)N=NN3)C=C1 (8-methyltetrazolo[4,5-C][1,2,3]benzotriazine), substituted 5-(2-aminophenyl)tetrazoles, NC1=C(C=CC(=C1)Cl)C1=NN=NN1 (5-(2-amino-4-chlorophenyl)tetrazole), NC1=C(C=CC(=C1)C)C1=NN=NN1 (5-(2-amino-4-methylphenyl)tetrazole). The product is N=1N=NN2N=NC3=C(C21)C=CC=C3 (tetrazolo[4,5-C][1,2,3]benzotriazine). RXN SMILES: [NH2:1][C:2]1[CH:7]=[C:6](Cl)[CH:5]=[CH:4][C:3]=1[C:9]1[NH:13][N:12]=[N:11][N:10]=1.[N:14](O)=O.ClC1C=CC2C3N(N=NN=3)N=NC=2C=1.NC1C=C(C)C=CC=1C1NN=NN=1.CC1C=CC2C3N(N=NN=3)N=NC=2C=1.NC1C=C(OC)C(OC)=CC=1C1NN=NN=1.COC1C(OC)=CC2C3N(N=NN=3)N=NC=2C=1.NC1C=CC([N+]([O-])=O)=CC=1C1NN=NN=1.[N+](C1C=CC2N=NN3N=NN=C3C=2C=1)([O-])=O.NC1C=C(Cl)C(Cl)=CC=1C1NN=NN=1.ClC1C(Cl)=CC2C3N(N=NN=3)N=NC=2C=1.NC1C=C(C(F)(F)F)C=CC=1C1NN=NN=1>>[N:10]1[N:11]=[N:12][N:13]2[C:9]=1[C:3]1[CH:4]=[CH:5][CH:6]=[CH:7][C:2]=1[N:1]=[N:14]2. Reported procedure: Other substituted tetrazolobenzotriazines of the general formula shown above are made by the procedure, of the foregoing examples using appropriately substituted 5-(2-aminophenyl)tetrazoles as starting materials. For example, in this way 5-(2-amino-4-chlorophenyl)tetrazole is reacted with nitrous acid to make 8-chlorotetrazolo[4,5-C][1,2,3]benzotriazine; 5-(2-amino-4-methylphenyl)tetrazole is reacted to make 8-methyltetrazolo[4,5-C][1,2,3]benzotriazine; 5-(2-amino-4,5-dimethoxyphenyl)tetrazole i...